Dataset: the Open Reaction Database (ORD), a public repository of structured organic reaction records. Task: describe an organic reaction: reactants, conditions, products, and yield Starting materials: C(C1=CC=CC=C1)N1C(=C(C2=CC=C(C=C12)Br)SC=1C=C(C(=O)O)C=CC1)C (3-(1-benzyl-6-bromo-2-methyl-1H-indol-3-ylsulfanyl)-benzoic acid), CN(CCN)C (N,N-dimethylethylenediamine). Product: C(C1=CC=CC=C1)N1C(=C(C2=CC=C(C=C12)Br)SC=1C=C(C(=O)NCCN(C)C)C=CC1)C (3-(1-Benzyl-6-bromo-2-methyl-1H-indol-3-ylsulfanyl)-N-(2-dimethylamino-ethyl)-benzamide). Reaction SMILES: [CH2:1]([N:8]1[C:16]2[C:11](=[CH:12][CH:13]=[C:14]([Br:17])[CH:15]=2)[C:10]([S:18][C:19]2[CH:20]=[C:21]([CH:25]=[CH:26][CH:27]=2)[C:22](O)=[O:23])=[C:9]1[CH3:28])[C:2]1[CH:7]=[CH:6][CH:5]=[CH:4][CH:3]=1.[CH3:29][N:30]([CH3:34])[CH2:31][CH2:32][NH2:33]>>[CH2:1]([N:8]1[C:16]2[C:11](=[CH:12][CH:13]=[C:14]([Br:17])[CH:15]=2)[C:10]([S:18][C:19]2[CH:20]=[C:21]([CH:25]=[CH:26][CH:27]=2)[C:22]([NH:33][CH2:32][CH2:31][N:30]([CH3:34])[CH3:29])=[O:23])=[C:9]1[CH3:28])[C:2]1[CH:7]=[CH:6][CH:5]=[CH:4][CH:3]=1. Reported procedure: Prepared according to the procedure described in Example 89, Step 1 using the following starting materials: 3-(1-benzyl-6-bromo-2-methyl-1H-indol-3-ylsulfanyl)-benzoic acid and N,N-dimethylethylenediamine. Starting materials: CCOC(=O)c1cn(C)c2nc3cc(N4CCNC(c5ccccc5)C4)c(F)cc3cc2c1=O, CC(=O)O, Cl, [K+], [OH-], O. Yields the product Cn1cc(C(=O)O)c(=O)c2cc3cc(F)c(N4CCNC(c5ccccc5)C4)cc3nc21. Reaction SMILES: [CH2:1]([CH3:2])[O:3][C:4](=[O:5])[c:6]1[c:7](=[O:34])[c:8]2[cH:9][c:10]3[c:11]([n:12][c:13]2[n:14]([CH3:16])[cH:15]1)[cH:17][c:18]([N:22]1[CH2:23][CH:24]([c:28]2[cH:29][cH:30][cH:31][cH:32][cH:33]2)[NH:25][CH2:26][CH2:27]1)[c:19]([F:21])[cH:20]3.[CH3:38][C:39](=[O:40])[OH:41].[ClH:35].[K+:37].[OH-:36].[OH2:42]>>[O:3]=[C:4]([OH:5])[c:6]1[c:7](=[O:34])[c:8]2[cH:9][c:10]3[c:11]([n:12][c:13]2[n:14]([CH3:16])[cH:15]1)[cH:17][c:18]([N:22]1[CH2:23][CH:24]([c:28]2[cH:29][cH:30][cH:31][cH:32][cH:33]2)[NH:25][CH2:26][CH2:27]1)[c:19]([F:21])[cH:20]3. Starting materials: CC(C)C(=O)Nc1cccc(C2CCNCC2)c1, O=C(CCCl)c1ccccc1, [I-], [K+], [K+], [Na+], O=C([O-])[O-]. The product is CC(C)C(=O)Nc1cccc(C2CCN(CCC(=O)c3ccccc3)CC2)c1. RXN SMILES: [CH3:20][CH:21]([C:22](=[O:23])[NH:24][c:25]1[cH:26][c:27]([CH:31]2[CH2:32][CH2:33][NH:34][CH2:35][CH2:36]2)[cH:28][cH:29][cH:30]1)[CH3:37].[Cl:9][CH2:10][CH2:11][C:12](=[O:13])[c:14]1[cH:15][cH:16][cH:17][cH:18][cH:19]1.[I-:7].[K+:1].[K+:2].[Na+:8].[O-:3][C:4]([O-:5])=[O:6]>>[CH2:10]([CH2:11][C:12](=[O:13])[c:14]1[cH:15][cH:16][cH:17][cH:18][cH:19]1)[N:34]1[CH2:33][CH2:32][CH:31]([c:27]2[cH:26][c:25]([NH:24][C:22]([CH:21]([CH3:20])[CH3:37])=[O:23])[cH:30][cH:29][cH:28]2)[CH2:36][CH2:35]1. The reactants are FC1=C(C#N)C=CC(=C1)[N+](=O)[O-] (2-fluoro-4-nitro-benzonitrile), N1C(=NC=C1)C=O (imidazole-2-carboxaldehyde), CS(=O)C (dimethyl sulfoxide), C([O-])([O-])=O.[K+].[K+] (potassium carbonate). Conditions: temperature 55 celsius, time 30 minute. Yields the product C(=O)C=1N(C=CN1)C1=C(C#N)C=CC(=C1)[N+](=O)[O-] (2-(2-formyl-imidazol-1-yl)-4-nitro-benzonitrile). Isolated yield 83.2%. RXN SMILES: F[C:2]1[CH:9]=[C:8]([N+:10]([O-:12])=[O:11])[CH:7]=[CH:6][C:3]=1[C:4]#[N:5].[NH:13]1[CH:17]=[CH:16][N:15]=[C:14]1[CH:18]=[O:19].CS(C)=O.C(=O)([O-])[O-].[K+].[K+]>>[CH:18]([C:14]1[N:13]([C:2]2[CH:9]=[C:8]([N+:10]([O-:12])=[O:11])[CH:7]=[CH:6][C:3]=2[C:4]#[N:5])[CH:17]=[CH:16][N:15]=1)=[O:19] |f:3.4.5|. Procedure: Into a Round bottom flask, 2-fluoro-4-nitro-benzonitrile (10.4 g, 0.0624 mol), imidazole-2-carboxaldehyde (5.00 g, 0.0520 mol) and dimethyl sulfoxide (200 mL, 3 mol) were added at room temperature. potassium carbonate (7.19 g, 0.0520 mol) was added portion wise to the reaction mixture and heated at 55° C. for 60 minutes. The reaction was cooled at −20° C. overnight. The content was poured over ice and stirred for 30 minutes. The solid was filtered and washed with water. The resulting solid was d... The reactants are C(C)(C)(C)OC(NC1CCC(CC1)NC=1C=2N(C=CN1)C(=CN2)C2=NC(=CC=C2)Br)=O ({4-[3-(6-bromo-pyridin-2-yl)-imidazo[1,2-a]pyrazin-8-ylamino]-cyclohexyl}-carbamic acid tert-butyl ester), S1C=C(C=C1)NC (thiophen-3-yl-methylamine), CN(C)C1=CC=CC=C1C2=CC=CC=C2P(C3CCCCC3)C4CCCCC4 (Davephos), CC(C)(C)[O-].[Na+] (NaOtBu). Reaction conditions: temperature 110 celsius. Reported procedure: A mixture of {4-[3-(6-bromo-pyridin-2-yl)-imidazo[1,2-a]pyrazin-8-ylamino]-cyclohexyl}-carbamic acid tert-butyl ester (from Example 40 supra) (0.244 g, 0.5 mmol), compound thiophen-3-yl-methylamine (0.113 g, 1.0 mmol), Pd2(dba)3 (30 mg), Davephos (40 mg), NaOtBu (100 mg, 0.1 mmol) in dioxane (12 mL) in a sealed tube was bubbled with N2 for several minutes and then heated under N2 at 110° C. for 16 hours. The solution was then cooled to room temperature and filtered. The filtrate was concentrated... Reagents/catalysts: C=1C=CC(=CC1)/C=C/C(=O)/C=C/C2=CC=CC=C2.C=1C=CC(=CC1)/C=C/C(=O)/C=C/C2=CC=CC=C2.C=1C=CC(=CC1)/C=C/C(=O)/C=C/C2=CC=CC=C2.[Pd].[Pd] (Pd2(dba)3). Solvent: O1CCOCC1 (dioxane). The product is C(C)(C)(C)OC(NC1CCC(CC1)NC=1C=2N(C=CN1)C(=CN2)C2=NC(=CC=C2)NCC2=CSC=C2)=O ([4-(3-{6-[(thiophen-3-ylmethyl)-amino]-pyridin-2-yl}-imidazo[1,2-a]pyrazin-8-ylamino)-cyclohexyl]-carbamic acid tert-butyl ester). Reaction SMILES: [C:1]([O:5][C:6](=[O:31])[NH:7][CH:8]1[CH2:13][CH2:12][CH:11]([NH:14][C:15]2[C:16]3[N:17]([C:21]([C:24]4[CH:29]=[CH:28][CH:27]=[C:26](Br)[N:25]=4)=[CH:22][N:23]=3)[CH:18]=[CH:19][N:20]=2)[CH2:10][CH2:9]1)([CH3:4])([CH3:3])[CH3:2].[S:32]1[CH:36]=[CH:35][C:34](NC)=[CH:33]1.[CH3:39][N:40](C1C(C2C(P(C3CCCCC3)C3CCCCC3)=CC=CC=2)=CC=CC=1)C.CC([O-])(C)C.[Na+]>O1CCOCC1.C1C=CC(/C=C/C(/C=C/C2C=CC=CC=2)=O)=CC=1.C1C=CC(/C=C/C(/C=C/C2C=CC=CC=2)=O)=CC=1.C1C=CC(/C=C/C(/C=C/C2C=CC=CC=2)=O)=CC=1.[Pd].[Pd]>[C:1]([O:5][C:6](=[O:31])[NH:7][CH:8]1[CH2:13][CH2:12][CH:11]([NH:14][C:15]2[C:16]3[N:17]([C:21]([C:24]4[CH:29]=[CH:28][CH:27]=[C:26]([NH:40][CH2:39][C:34]5[CH:35]=[CH:36][S:32][CH:33]=5)[N:25]=4)=[CH:22][N:23]=3)[CH:18]=[CH:19][N:20]=2)[CH2:10][CH2:9]1)([CH3:4])([CH3:3])[CH3:2] |f:3.4,6.7.8.9.10|. Reactants: CCOCC, OCc1ccccc1I, BrP(Br)Br. Yields the product BrCc1ccccc1I. As a reaction SMILES: [CH3:14][CH2:15][O:16][CH2:17][CH3:18].[I:1][c:2]1[c:3]([CH2:4][OH:5])[cH:6][cH:7][cH:8][cH:9]1.[P:10]([Br:11])([Br:12])[Br:13]>>[I:1][c:2]1[c:3]([CH2:4][Br:11])[cH:6][cH:7][cH:8][cH:9]1. Yields the product CCC(c1nc2scnc2c(=O)n1Cc1ccccc1)N(CCN(C)C)C(=O)c1ccc(Br)cc1. The reactants are O=C(Cl)c1ccc(Br)cc1, CCC(NCCN(C)C)c1nc2scnc2c(=O)n1Cc1ccccc1, CCN(C(C)C)C(C)C, ClCCl. Reaction SMILES: [Br:1][c:2]1[cH:3][cH:4][c:5]([C:6](=[O:7])[Cl:8])[cH:9][cH:10]1.[CH2:11]([c:12]1[cH:13][cH:14][cH:15][cH:16][cH:17]1)[n:18]1[c:19]([CH:28]([CH2:29][CH3:30])[NH:31][CH2:32][CH2:33][N:34]([CH3:35])[CH3:36])[n:20][c:21]2[c:22]([c:23]1=[O:24])[n:25][cH:26][s:27]2.[CH:37]([N:38]([CH2:39][CH3:40])[CH:41]([CH3:42])[CH3:43])([CH3:44])[CH3:45].[Cl:46][CH2:47][Cl:48]>>[Br:1][c:2]1[cH:3][cH:4][c:5]([C:6](=[O:7])[N:31]([CH:28]([c:19]2[n:18]([CH2:11][c:12]3[cH:13][cH:14][cH:15][cH:16][cH:17]3)[c:23](=[O:24])[c:22]3[c:21]([n:20]2)[s:27][cH:26][n:25]3)[CH2:29][CH3:30])[CH2:32][CH2:33][N:34]([CH3:35])[CH3:36])[cH:9][cH:10]1.